Dataset: the Open Reaction Database (ORD), a public repository of structured organic reaction records. Task: describe an organic reaction: reactants, conditions, products, and yield Starting materials: COC(=O)CBr, COc1cc2c(c3c1OC(C)(C)C3)C(c1cccc(NC(=O)c3cccnc3)c1)=NC(C)(C)C2, CN(C)C=O, [Cl-], [NH4+], [Na]. The product is COC(=O)CN(C(=O)c1cccnc1)c1cccc(C2=NC(C)(C)Cc3cc(OC)c4c(c32)CC(C)(C)O4)c1. Reaction SMILES: [Br:36][CH2:37][C:38](=[O:39])[O:40][CH3:41].[CH3:2][O:3][c:4]1[cH:5][c:6]2[c:11]([c:12]3[c:13]1[O:14][C:15]([CH3:17])([CH3:18])[CH2:16]3)[C:10]([c:19]1[cH:20][c:21]([NH:25][C:26](=[O:27])[c:28]3[cH:29][n:30][cH:31][cH:32][cH:33]3)[cH:22][cH:23][cH:24]1)=[N:9][C:8]([CH3:34])([CH3:35])[CH2:7]2.[CH3:44][N:45]([CH3:46])[CH:47]=[O:48].[Cl-:42].[NH4+:43].[Na:1]>>[CH3:2][O:3][c:4]1[cH:5][c:6]2[c:11]([c:12]3[c:13]1[O:14][C:15]([CH3:17])([CH3:18])[CH2:16]3)[C:10]([c:19]1[cH:20][c:21]([N:25]([C:26](=[O:27])[c:28]3[cH:29][n:30][cH:31][cH:32][cH:33]3)[CH2:37][C:38](=[O:39])[O:40][CH3:41])[cH:22][cH:23][cH:24]1)=[N:9][C:8]([CH3:34])([CH3:35])[CH2:7]2. Reactants: CC(C)O, COc1ccccc1COc1ccc(N)cc1Cl, Clc1ncnc2ccsc12. Product: Cl, COc1ccccc1COc1ccc(Nc2ncnc3ccsc23)cc1Cl. RXN SMILES: [CH3:29][CH:30]([OH:31])[CH3:32].[Cl:11][c:12]1[cH:13][c:14]([NH2:15])[cH:16][cH:17][c:18]1[O:19][CH2:20][c:21]1[c:22]([O:27][CH3:28])[cH:23][cH:24][cH:25][cH:26]1.[Cl:1][c:2]1[c:3]2[c:4]([n:5][cH:6][n:7]1)[cH:8][cH:9][s:10]2>>[ClH:1].[c:2]1([NH:15][c:14]2[cH:13][c:12]([Cl:11])[c:18]([O:19][CH2:20][c:21]3[c:22]([O:27][CH3:28])[cH:23][cH:24][cH:25][cH:26]3)[cH:17][cH:16]2)[c:3]2[c:4]([n:5][cH:6][n:7]1)[cH:8][cH:9][s:10]2. Reactants: CCOC(=O)c1sc(-n2cnc3cc(OC)c(OC)cc32)nc1-c1ccccc1, CNC, CO. Yields the product COc1cc2ncn(-c3nc(-c4ccccc4)c(C(=O)N(C)C)s3)c2cc1OC. RXN SMILES: [CH2:1]([O:3][C:4](=[O:2])[c:6]1[c:7](-[c:24]2[cH:25][cH:26][cH:27][cH:28][cH:29]2)[n:8][c:9](-[n:11]2[cH:12][n:13][c:14]3[c:15]2[cH:16][c:17]([O:22][CH3:23])[c:18]([O:20][CH3:21])[cH:19]3)[s:10]1)[CH3:5].[CH3:30][NH:31][CH3:32].[CH3:33][OH:34]>>[O:3]=[C:4]([c:6]1[c:7](-[c:24]2[cH:25][cH:26][cH:27][cH:28][cH:29]2)[n:8][c:9](-[n:11]2[cH:12][n:13][c:14]3[c:15]2[cH:16][c:17]([O:22][CH3:23])[c:18]([O:20][CH3:21])[cH:19]3)[s:10]1)[N:31]([CH3:30])[CH3:32]. Starting materials: COC(CN1[C@@H]2CO[C@H](C1)C2)OC ((1S,4S)-5-(2,2-dimethoxy-ethyl)-2-oxa-5-aza-bicyclo[2.2.1]heptane), Cl (hydrochloric acid). The solvent is O (water). Yields the product Cl.[C@@H]12OC[C@@H](N(C1)CC=O)C2 ((1S,4S)-(2-oxa-5-aza-bicyclo[2.2.1]hept-5-yl)-acetaldehyde-hydrochloride). RXN SMILES: C[O:2][CH:3](OC)[CH2:4][N:5]1[CH2:10][C@@H:9]2[CH2:11][C@H:6]1[CH2:7][O:8]2.[ClH:14]>O>[ClH:14].[C@H:9]12[CH2:11][C@H:6]([N:5]([CH2:4][CH:3]=[O:2])[CH2:10]1)[CH2:7][O:8]2 |f:3.4|. Reported procedure: Prepared by treating (1S,4S)-5-(2,2-dimethoxy-ethyl)-2-oxa-5-aza-bicyclo[2.2.1]heptane with conc. hydrochloric acid in water at 80° C. The solution obtained is further reacted directly in Example 2 and 2(5).